From a dataset of the Open Reaction Database (ORD), a public repository of structured organic reaction records. describe an organic reaction: reactants, conditions, products, and yield The reactants are C(C1=CC=CC=C1)N (benzylamine), N(NC(=O)N)C(=O)N (hydrazodicarboxamide). Run in CN1C(CCC1)=O (N-methylpyrrolidone). The product is C(C1=CC=CC=C1)N1C(NNC1=O)=O (4-benzyl-1,2,4-triazolidine-3,5-dione). As a reaction SMILES: [CH2:1]([NH2:8])[C:2]1[CH:7]=[CH:6][CH:5]=[CH:4][CH:3]=1.[NH:9]([C:14](N)=[O:15])[NH:10][C:11](N)=[O:12]>CN1CCCC1=O>[CH2:1]([N:8]1[C:11](=[O:12])[NH:10][NH:9][C:14]1=[O:15])[C:2]1[CH:7]=[CH:6][CH:5]=[CH:4][CH:3]=1. Procedure details: 53.5 g of benzylamine and 59 g of hydrazodicarboxamide in 100 ml of N-methylpyrrolidone are stirred at 175° C. for 4 hours and at 200° C. for 5 hours. The solvent is then distilled off in vacuo, the residue is triturated with 50 ml of 10% strength sodium hydroxide solution, and the resulting residue is filtered off. The filtrate is neutralised with 10% strength hydrochloric acid. A precipitate is thereby formed and is filtered off and washed with water. 67 g (70% of the theoretical yield) of 4-b... Reactants: COCCOC, O=C(OO)c1cccc(Cl)c1, c1cnc2[nH]ccc2c1. The product is [O-][n+]1cccc2cc[nH]c21. As a reaction SMILES: [CH3:21][O:22][CH2:23][CH2:24][O:25][CH3:26].[OH:10][O:11][C:12]([c:13]1[cH:14][c:15]([Cl:16])[cH:17][cH:18][cH:19]1)=[O:20].[nH:1]1[cH:2][cH:3][c:4]2[cH:5][cH:6][cH:7][n:8][c:9]12>>[nH:1]1[cH:2][cH:3][c:4]2[cH:5][cH:6][cH:7][n+:8]([O-:10])[c:9]12. Starting materials: N(=[N+]=[N-])CC=1C=C(C=CC1)C1(OCCO1)C (3-(azidomethyl)-(2-methyl-[1,3]dioxolan-2-yl)benzene). Reagents/catalysts: [Pd] (Pd/C). Run in CO (MeOH). Product: CC1(OCCO1)C=1C=C(C=CC1)CN ((3-(2-Methyl-[1,3]dioxolan-2-yl)-phenyl)methanamine). Reaction SMILES: [N:1]([CH2:4][C:5]1[CH:6]=[C:7]([C:11]2([CH3:16])[O:15][CH2:14][CH2:13][O:12]2)[CH:8]=[CH:9][CH:10]=1)=[N+]=[N-]>CO.[Pd]>[CH3:16][C:11]1([C:7]2[CH:6]=[C:5]([CH2:4][NH2:1])[CH:10]=[CH:9][CH:8]=2)[O:12][CH2:13][CH2:14][O:15]1. Procedure details: A mixture of the crude azide (194 mg, 0.88 mmol) in MeOH (5 mL) was hydrogenated in the presence of Pd/C (10%) at rt until completion of the reaction. The reaction mixture was filtered and concentrated under reduced pressure to give the title compound as a pale yellow solid. LC-MS-conditions 02: tR=0.59 min; [M+H]+=194.64. Reactants: COc1cn(-c2cc3c(cc2F)OC(F)(F)O3)nc(Br)c1=O, Cc1ccccc1, [K+], [K+], [Na+], O=C([O-])[O-], O=C([O-])O, O, CC1(C)OB(c2ccnn2-c2ccccc2)OC1(C)C. Yields the product COc1cn(-c2cc3c(cc2F)OC(F)(F)O3)nc(-c2ccnn2-c2ccccc2)c1=O. As a reaction SMILES: [Br:1][c:2]1[n:3][n:4](-[c:11]2[cH:12][c:13]3[c:14]([cH:20][c:21]2[F:22])[O:15][C:16]([F:18])([F:19])[O:17]3)[cH:5][c:6]([O:9][CH3:10])[c:7]1=[O:8].[CH3:49][c:50]1[cH:51][cH:52][cH:53][cH:54][cH:55]1.[K+:43].[K+:44].[Na+:61].[O-:45][C:46]([O-:47])=[O:48].[O-:57][C:58]([OH:59])=[O:60].[OH2:56].[c:23]1(-[n:29]2[n:30][cH:31][cH:32][c:33]2[B:34]2[O:35][C:36]([CH3:37])([CH3:38])[C:39]([CH3:40])([CH3:41])[O:42]2)[cH:24][cH:25][cH:26][cH:27][cH:28]1>>[c:2]1(-[c:33]2[n:29](-[c:23]3[cH:24][cH:25][cH:26][cH:27][cH:28]3)[n:30][cH:31][cH:32]2)[n:3][n:4](-[c:11]2[cH:12][c:13]3[c:14]([cH:20][c:21]2[F:22])[O:15][C:16]([F:18])([F:19])[O:17]3)[cH:5][c:6]([O:9][CH3:10])[c:7]1=[O:8]. The reactants are NC([C@H](CC(=O)OC(C)(C)C)NC(=O)OC(C)(C)C)=O (tert-butyl (3S)-4-amino-3-[(tert-butoxycarbonyl)amino]-4-oxobutanoate), CN(C=O)C (dimethylformamide), [OH-].[Na+] (sodium hydroxide), N1=C(Cl)N=C(Cl)N=C1Cl (cyanuric chloride). The solvent is C1(=CC=CC=C1)C (toluene). Reaction conditions: time 1 hour. Product: C(C)(C)(C)OC(=O)N[C@@H](CC(=O)OC(C)(C)C)C#N ((S)-tert-butyl 3-(tert-butoxycarbonylamino)-3-cyanopropanoate). RXN SMILES: [NH2:1][C:2](=O)[C@@H:3]([NH:12][C:13]([O:15][C:16]([CH3:19])([CH3:18])[CH3:17])=[O:14])[CH2:4][C:5]([O:7][C:8]([CH3:11])([CH3:10])[CH3:9])=[O:6].CN(C)C=O.N1C(Cl)=NC(Cl)=NC=1Cl.[OH-].[Na+]>C1(C)C=CC=CC=1>[C:16]([O:15][C:13]([NH:12][C@H:3]([C:2]#[N:1])[CH2:4][C:5]([O:7][C:8]([CH3:11])([CH3:10])[CH3:9])=[O:6])=[O:14])([CH3:17])([CH3:19])[CH3:18] |f:3.4|. Procedure: To the compound obtained from Example 11 was added dimethylformamide (1019.5 g) followed by addition of cyanuric chloride (112.0 g) dropwise for 1.5 hours at temperature below 25° C. The reaction solution was stirred for one hour at room temperature, and then 0.1 N aqueous sodium hydroxide solution (1850.0 g) and toluene (1860 ml) were added thereto to separate the layers. The organic layer thus obtained was washed once again with water (700 ml) and then distilled under reduced pressure to obtai... The reactants are C(C)(C)OP(S)(OC(C)C)=S (diisopropyl dithiophosphoric acid), [P] (phosphorus), C1(=CC=CC=C1)C (toluene), [O-2].[Zn+2] (zinc oxide), [Zn] (zinc). Product: P(=S)(SC(C)C)(OC(C)C)[O-].[Zn+2].C(C)(C)SP(=S)(OC(C)C)[O-] (Zinc Diisopropyl Dithiophosphate). As a reaction SMILES: C([O:4][P:5](=[S:11])([O:7][CH:8]([CH3:10])[CH3:9])[SH:6])(C)C.[O-2].[Zn+2:13].[Zn].[P].[C:16]1(C)[CH:21]=CC=C[CH:17]=1>>[P:5]([O-:4])([O:7][CH:8]([CH3:9])[CH3:10])([S:6][CH:16]([CH3:21])[CH3:17])=[S:11].[Zn+2:13].[CH:16]([S:6][P:5]([O-:4])([O:7][CH:8]([CH3:9])[CH3:10])=[S:11])([CH3:21])[CH3:17] |f:1.2,6.7.8|. Reported procedure: To a two liter three-necked flask equipped with a stirrer, nitrogen inlet, and a Dean-Stark trap/condenser was added under nitrogen, 526.5 g (2.25 eq.) of diisopropyl dithiophosphoric acid and about 600 ml toluene. To this solution was added 146.5 g zinc oxide (60% eq. excess) at which point the temperature rose to about 74° C. The reaction mixture was heated to reflux and maintained at reflux for about four hours. A total of about 20 ml of water was collected, after which the reaction mixture w...